This data is from the Open Reaction Database (ORD), a public repository of structured organic reaction records. The task is: describe an organic reaction: reactants, conditions, products, and yield Reaction SMILES: [Br:28][N:29]1[C:30](=[O:31])[CH2:32][CH2:33][C:34]1=[O:35].[C:10]([O:11][O:12][C:13](=[O:14])[c:15]1[cH:16][cH:17][cH:18][cH:19][cH:20]1)(=[O:21])[c:22]1[cH:23][cH:24][cH:25][cH:26][cH:27]1.[Cl:1][c:2]1[cH:3][c:4]([CH3:9])[cH:5][c:6]([CH3:8])[cH:7]1.[I-:37].[K+:36].[cH:38]1[cH:39][cH:40][cH:41][cH:42][cH:43]1>>[Cl:1][c:2]1[cH:3][c:4]([CH3:9])[cH:5][c:6]([CH2:8][Br:28])[cH:7]1. Starting materials: O=C1CCC(=O)N1Br, O=C(OOC(=O)c1ccccc1)c1ccccc1, Cc1cc(C)cc(Cl)c1, [I-], [K+], c1ccccc1. Yields the product Cc1cc(Cl)cc(CBr)c1. Reactants: NN1C(C2=CC=CC=C2C(=N1)C(C)(C)C)=O (2-amino-4-tert-butylphthalazin-1(2H)-one), C1(CCCC1)CC(=O)O (2-cyclopentylacetic acid). Product: C(C)(C)(C)C1=NN(C(C2=CC=CC=C12)=O)NC(CC1CCCC1)=O (N-(4-tert-butyl-1-oxophthalazin-2(1H)-yl)-2-cyclopentylacetamide). Reaction SMILES: [NH2:1][N:2]1[N:11]=[C:10]([C:12]([CH3:15])([CH3:14])[CH3:13])[C:9]2[C:4](=[CH:5][CH:6]=[CH:7][CH:8]=2)[C:3]1=[O:16].[CH:17]1([CH2:22][C:23](O)=[O:24])[CH2:21][CH2:20][CH2:19][CH2:18]1>>[C:12]([C:10]1[C:9]2[C:4](=[CH:5][CH:6]=[CH:7][CH:8]=2)[C:3](=[O:16])[N:2]([NH:1][C:23](=[O:24])[CH2:22][CH:17]2[CH2:21][CH2:20][CH2:19][CH2:18]2)[N:11]=1)([CH3:13])([CH3:15])[CH3:14]. Reported procedure: The product from Example 62A and 2-cyclopentylacetic acid were treated using a method similar to that described in Example 17C to give the title compound. 1H NMR (300 MHz, DMSO-d6) δ ppm 11.18 (s, 1H), 8.39 (d, J=2.0 Hz, 2H), 7.93-8.00 (m, 1H), 7.87 (t, J=7.5 Hz, 1H), 2.20-2.31 (m, 3H), 1.74-1.90 (m, 2H), 1.47-1.70 (m, 4H), 1.47 (s, 9H), 1.17-1.33 (m, 2H); MS (ESI+) M/Z 328 (M+H)+. Starting materials: N1C=C(C2=CC=CC=C12)CCO (indole-3-ethanol), CC(C(C)=O)NC(C)=O (N-(1-methyl-2-oxopropyl)-acetamide). The reagents and catalysts are B(F)(F)F.CCOCC (boron trifluoride-etherate). The solvent is C1=CC=CC=C1 (benzene). Yields the product CC1(OCCC2=C1NC1=CC=CC=C21)C(C)NC(C)=O (N-[1-(1,3,4,9-Tetrahydro-1-methylpyrano[3,4-b]indol-1-yl)ethyl]acetamide). Reaction SMILES: [NH:1]1[C:9]2[C:4](=[CH:5][CH:6]=[CH:7][CH:8]=2)[C:3]([CH2:10][CH2:11][OH:12])=[CH:2]1.[CH3:13][CH:14]([NH:18][C:19](=[O:21])[CH3:20])[C:15](=O)[CH3:16]>B(F)(F)F.CCOCC.C1C=CC=CC=1>[CH3:16][C:15]1([CH:14]([NH:18][C:19](=[O:21])[CH3:20])[CH3:13])[C:2]2[NH:1][C:9]3[C:4]([C:3]=2[CH2:10][CH2:11][O:12]1)=[CH:5][CH:6]=[CH:7][CH:8]=3 |f:2.3|. Reported procedure: A mixture of indole-3-ethanol (16.1 g), benzene (1200 ml), N-(1-methyl-2-oxopropyl)-acetamide[12.7 g, described by A. Triebs and W. Sutter, Chem. Ber. 84, 96(1951)] and boron trifluoride-etherate (5 drops) is refluxed using a water separating condenser for 60 minutes. After cooling, the mixture is washed with concentrated sodium bicarbonate, dried over magnesium sulfate and evaporated. The residue is chromatographed on silica gel using chloroform. The eluates are evaporated to give a residue of ... The reactants are [BH4-], CO, CCCCCC=CCCC=O, [Cl-], [NH4+], [Na+]. Yields the product CCCCCC=CCCCO. RXN SMILES: [BH4-:1].[CH3:16][OH:17].[CH:3]([CH2:4][CH2:5][CH:6]=[CH:7][CH2:8][CH2:9][CH2:10][CH2:11][CH3:12])=[O:13].[Cl-:14].[NH4+:15].[Na+:2]>>[CH2:3]([CH2:4][CH2:5][CH:6]=[CH:7][CH2:8][CH2:9][CH2:10][CH2:11][CH3:12])[OH:13]. Reactants: C(C=C)Cl (allyl chloride), Cl[SiH](Cl)Cl (trichlorosilane), [SG]--S-. Solvent: CCCCCC (hexane). Reaction conditions: temperature 23 celsius. Product: ClCCC[Si](Cl)(Cl)Cl (γ-chloropropyltrichlorosilane), C(CC)[Si](Cl)(Cl)Cl (n-propyltrichlorosilane). Isolated yield 8.0%. RXN SMILES: [CH2:1]([Cl:4])[CH:2]=[CH2:3].[Cl:5][SiH:6]([Cl:8])[Cl:7]>CCCCCC>[Cl:4][CH2:1][CH2:2][CH2:3][Si:6]([Cl:8])([Cl:7])[Cl:5].[CH2:1]([Si:6]([Cl:8])([Cl:7])[Cl:5])[CH2:2][CH3:3]. Procedure details: A mixture of 15.306 grams of allyl chloride, 27.09 gram of trichlorosilane and 0.04 grams of [SG]--S--Pt sufficient to provide 1×10-5 mm Pt/SiH was stirred at 23° C. under a nitrogen atmosphere. The mixture was heated to 60° C. for 16 hours. The mixture was allowed to cool to ambient temperatures and was diluted with 50 ml of hexane and filtered. The filtrate was concentrated on a rotary evaporator to give 33 grams of a clear, colorless oil. Based on method of preparation, NMR and VPC analysis t...